The task is: describe an organic reaction: reactants, conditions, products, and yield. This data is from the Open Reaction Database (ORD), a public repository of structured organic reaction records. Reactants: O (Water), C(C)(C)(C)OC(=O)N1CC(C1)C=1C=C2C(=NC1)NC=C2 (3-(1H-Pyrrolo[2,3-b]pyridin-5-yl)-azetidine-1-carboxylic acid tert-butyl ester), C1(=CC=CC=C1)S(=O)(=O)Cl (Benzenesulfonyl chloride), [H-].[Na+] (Sodium hydride). Solvent: C(C)(=O)OCC (ethyl acetate), CC(=O)N(C)C (DMA). Run at temperature 0 celsius, time 30 minute. Product: C(C)(C)(C)OC(=O)N1CC(C1)C=1C=C2C(=NC1)N(C=C2)S(=O)(=O)C2=CC=CC=C2 (3-(1-Benzenesulfonyl-1H-pyrrolo[2,3-b]pyridin-5-yl)-azetidine-1-carboxylic acid tert-butyl ester). The yield is 12.1%. RXN SMILES: [C:1]([O:5][C:6]([N:8]1[CH2:11][CH:10]([C:12]2[CH:13]=[C:14]3[CH:20]=[CH:19][NH:18][C:15]3=[N:16][CH:17]=2)[CH2:9]1)=[O:7])([CH3:4])([CH3:3])[CH3:2].[H-].[Na+].[C:23]1([S:29](Cl)(=[O:31])=[O:30])[CH:28]=[CH:27][CH:26]=[CH:25][CH:24]=1.O>CC(N(C)C)=O.C(OCC)(=O)C>[C:1]([O:5][C:6]([N:8]1[CH2:11][CH:10]([C:12]2[CH:13]=[C:14]3[CH:20]=[CH:19][N:18]([S:29]([C:23]4[CH:28]=[CH:27][CH:26]=[CH:25][CH:24]=4)(=[O:31])=[O:30])[C:15]3=[N:16][CH:17]=2)[CH2:9]1)=[O:7])([CH3:4])([CH3:2])[CH3:3] |f:1.2|. Procedure details: 3-(1H-Pyrrolo[2,3-b]pyridin-5-yl)-azetidine-1-carboxylic acid tert-butyl ester (56 mg, 0.2 mmol) was dissolved in DMA (2 ml) and cooled to 0° C. Sodium hydride (16 mg, 0.37 mmol, 55%) was added, and the reaction mixture was stirred for 30 minutes at 0° C. Benzenesulfonyl chloride (40 μl, 0.29 mmol) was added slowly to the reaction mixture. Stirring was continued for 3 hours. Water and ethyl acetate was added to the reaction mixture. The organic phase was extract three times with water. The organ...